Dataset: the Open Reaction Database (ORD), a public repository of structured organic reaction records. Task: describe an organic reaction: reactants, conditions, products, and yield Isolated yield 29.9%. Product: N[C@H](C(=O)NCCCN[C@H](C(=O)OC(C)(C)C)[C@H](O)C1O[C@H]([C@@H]([C@@H]1O[Si](C)(C)C(C)(C)C)O[Si](C)(C)C(C)(C)C)N1C(N(C(C=C1)=O)CC1=CC=C(C=C1)OC)=O)[C@H](C)O (tert-butyl (2S,3S)-2-[(3-{[(2S,3S)-2-amino-3-hydroxybutanoyl]amino}propyl)amino]-3-[(3R,4R,5R)-3,4-bis{[tert-butyl(dimethyl)silyl]oxy}-5-(3-(4-methoxybenzyl)-2,4-dioxo-3,4-dihydro-1(2H)-pyrimidinyl)tetrahydro-2-furanyl]-3-hydroxypropanoate). The reactants are [Si](C)(C)(C(C)(C)C)O[C@@H]1C(O[C@H]([C@@H]1O[Si](C)(C)C(C)(C)C)N1C(N(C(C=C1)=O)CC1=CC=C(C=C1)OC)=O)[C@H]([C@H](NCCCNC([C@@H](NC(OCC1=CC=CC=C1)=O)[C@H](C)O)=O)C(=O)OC(C)(C)C)O (tert-butyl (5S,12S)-12-[(S)-[(3R,4R,5R)-3,4-bis{[tert-butyl(dimethyl)silyl]oxy}-5-(3-(4-methoxybenzyl)-2,4-dioxo-3,4-dihydro-1(2H)-pyrimidinyl)tetrahydro-2-furanyl](hydroxy)methyl]-5-[(1S)-1-hydroxyethyl]-3,6-dioxo-1-phenyl-2-oxa-4,7,11-triazatridecan-13-oate). Reported procedure: By using an analogous procedure to that described in Example 2, tert-butyl (5S,12S)-12-[(S)-[(3R,4R,5R)-3,4-bis{[tert-butyl(dimethyl)silyl]oxy}-5-(3-(4-methoxybenzyl)-2,4-dioxo-3,4-dihydro-1(2H)-pyrimidinyl)tetrahydro-2-furanyl](hydroxy)methyl]-5-[(1S)-1-hydroxyethyl]-3,6-dioxo-1-phenyl-2-oxa-4,7,11-triazatridecan-13-oate (77 mg, 0.076 mmol, obtained from Example 8) was hydrogenated in methanol (2 ml) using 10% palladium on carbon (15 mg). The product was purified by chromatography (flash column... Run in CO (methanol). RXN SMILES: [Si:1]([O:8][C@H:9]1[C@@H:13]([O:14][Si:15]([C:18]([CH3:21])([CH3:20])[CH3:19])([CH3:17])[CH3:16])[C@H:12]([N:22]2[CH:27]=[CH:26][C:25](=[O:28])[N:24]([CH2:29][C:30]3[CH:35]=[CH:34][C:33]([O:36][CH3:37])=[CH:32][CH:31]=3)[C:23]2=[O:38])[O:11][CH:10]1[C@@H:39]([OH:70])[C@@H:40]([C:63]([O:65][C:66]([CH3:69])([CH3:68])[CH3:67])=[O:64])[NH:41][CH2:42][CH2:43][CH2:44][NH:45][C:46](=[O:62])[C@H:47]([C@@H:59]([OH:61])[CH3:60])[NH:48]C(=O)OCC1C=CC=CC=1)([C:4]([CH3:7])([CH3:6])[CH3:5])([CH3:3])[CH3:2]>CO.[Pd]>[NH2:48][C@@H:47]([C@@H:59]([OH:61])[CH3:60])[C:46]([NH:45][CH2:44][CH2:43][CH2:42][NH:41][C@@H:40]([C@@H:39]([CH:10]1[C@@H:9]([O:8][Si:1]([C:4]([CH3:5])([CH3:6])[CH3:7])([CH3:3])[CH3:2])[C@@H:13]([O:14][Si:15]([C:18]([CH3:19])([CH3:20])[CH3:21])([CH3:17])[CH3:16])[C@H:12]([N:22]2[CH:27]=[CH:26][C:25](=[O:28])[N:24]([CH2:29][C:30]3[CH:35]=[CH:34][C:33]([O:36][CH3:37])=[CH:32][CH:31]=3)[C:23]2=[O:38])[O:11]1)[OH:70])[C:63]([O:65][C:66]([CH3:68])([CH3:69])[CH3:67])=[O:64])=[O:62]. Reagents/catalysts: [Pd] (palladium on carbon). The reactants are [BH4-], Cc1cccc(NC(=O)OC(C)(C)C)c1CNc1cccn2c(C=O)c(C)nc12, CO, [Na+]. Product: Cc1cccc(NC(=O)OC(C)(C)C)c1CNc1cccn2c(CO)c(C)nc12. RXN SMILES: [BH4-:30].[C:1]([CH3:2])([CH3:3])([CH3:4])[O:5][C:6](=[O:7])[NH:8][c:9]1[c:10]([CH2:11][NH:12][c:13]2[c:14]3[n:15]([cH:16][cH:17][cH:18]2)[c:19]([CH:23]=[O:24])[c:20]([CH3:22])[n:21]3)[c:25]([CH3:29])[cH:26][cH:27][cH:28]1.[CH3:32][OH:33].[Na+:31]>>[C:1]([CH3:2])([CH3:3])([CH3:4])[O:5][C:6](=[O:7])[NH:8][c:9]1[c:10]([CH2:11][NH:12][c:13]2[c:14]3[n:15]([cH:16][cH:17][cH:18]2)[c:19]([CH2:23][OH:24])[c:20]([CH3:22])[n:21]3)[c:25]([CH3:29])[cH:26][cH:27][cH:28]1. Starting materials: N#Cc1nc2ccccc2s1, O=[N+]([O-])O, O=S(=O)(O)O. Yields the product N#Cc1nc2ccc([N+](=O)[O-])cc2s1. Reaction SMILES: [C:1](#[N:2])[c:3]1[s:4][c:5]2[c:6]([n:7]1)[cH:8][cH:9][cH:10][cH:11]2.[OH:12][N+:13]([O-:14])=[O:15].[S:16](=[O:17])(=[O:18])([OH:19])[OH:20]>>[C:1](#[N:2])[c:3]1[s:4][c:5]2[c:6]([n:7]1)[cH:8][cH:9][c:10]([N+:13](=[O:12])[O-:14])[cH:11]2. Procedure: A solution of 4.93 g (0.0304 mole) of 1,1'-carbonyldiimidazole and 3.36 g (0.029 mole) of N,N-diethylaminoethylamine in 200 ml of tetrahydrofuran was stirred for 40 min at room temperature. A solution of 5.78 g (0.0236 mole) of 3-[(4-chlorophenyl)sulfonyl]pyrrolidine (free base) in tetrahydrofuran was added and the solution was refluxed overnight. The solvent was removed in vacuo and the resulting oil was dissolved in methylene chloride. The solution was extracted with several portions of water ... As a reaction SMILES: [C:1](N1C=CN=C1)([N:3]1[CH:7]=[CH:6]N=C1)=[O:2].C(N[N:16]([CH2:20][CH3:21])NCC)C.[Cl:22][C:23]1[CH:28]=[CH:27][C:26]([S:29]([CH:32]2[CH2:36][CH2:35][NH:34][CH2:33]2)(=[O:31])=[O:30])=[CH:25][CH:24]=1.O1CC[CH2:39][CH2:38]1>>[Cl:22][C:23]1[CH:24]=[CH:25][C:26]([S:29]([CH:32]2[CH2:36][CH2:35][N:34]([C:1]([NH:3][CH2:7][CH2:6][N:16]([CH2:20][CH3:21])[CH2:38][CH3:39])=[O:2])[CH2:33]2)(=[O:30])=[O:31])=[CH:27][CH:28]=1. The yield is 46.7%. Reactants: C(=O)(N1C=NC=C1)N1C=NC=C1 (1,1'-carbonyldiimidazole), C(C)NN(NCC)CC (N,N-diethylaminoethylamine), O1CCCC1 (tetrahydrofuran), ClC1=CC=C(C=C1)S(=O)(=O)C1CNCC1 (3-[(4-chlorophenyl)sulfonyl]pyrrolidine), O1CCCC1 (tetrahydrofuran). Yields the product ClC1=CC=C(C=C1)S(=O)(=O)C1CN(CC1)C(=O)NCCN(CC)CC (3-[(4-Chlorophenyl)sulfonyl]-N-[2-(diethylamino)ethyl]-1-pyrrolidinecarboxamide). The reactants are COC(CCC=1C=NC2=CC=CC=C2C1)=O (3-quinolinepropanoic acid methyl ester). The solvent is [OH-].[K+].CO (KOH MeOH), O (H2O), CO (methanol). Product: N1=CC(=CC2=CC=CC=C12)CCC(=O)O (3-quinolinepropanoic acid). The yield is 88.7%. RXN SMILES: C[O:2][C:3](=[O:16])[CH2:4][CH2:5][C:6]1[CH:7]=[N:8][C:9]2[C:14]([CH:15]=1)=[CH:13][CH:12]=[CH:11][CH:10]=2>[OH-].[K+].CO.O.CO>[N:8]1[C:9]2[C:14](=[CH:13][CH:12]=[CH:11][CH:10]=2)[CH:15]=[C:6]([CH2:5][CH2:4][C:3]([OH:16])=[O:2])[CH:7]=1 |f:1.2.3|. Procedure: A solution of 3-quinolinepropanoic acid methyl ester (2.21 g, 10.3 mmol) in 10% KOH/MeOH (48.2 mL), H2O (20 mL) and methanol (134 mL) was stirred at room temperature for 3 h. Upon completion of reaction, the solution was concentrated and the aqueous residue was acidified to pH 5-6 with glacial HOAc. A crystalline solid formed which was filtered, washing with H2O until the filtrate was neutral and dried to give 3-quinolinepropanoic acid (1.84 g, 9.14 mmol) in 89% yield as a solid, mp 180°-181° C. Starting materials: ice water, COC(CC=1C(=NN(C1C)CC1=CC=CC=C1)C)=O ((1-benzyl-3,5-dimethyl-1H-pyrazol-4-yl)-acetic acid methyl ester), COC(CC=1C(=NN(C1C)CC1=CC=CC=C1)C)=O ((1-benzyl-3,5-dimethyl-1H-pyrazol-4-yl)-acetic acid methyl ester), [N+](=O)(O)[O-] (HNO3). Run in OS(=O)(=O)O (H2SO4). Reaction conditions: temperature -7 celsius. Product: COC(CC=1C(=NN(C1C)CC1=CC=C(C=C1)[N+](=O)[O-])C)=O ([3,5-Dimethyl-1-(4-nitro-benzyl)-1H-pyrazol-4-yl]-acetic acid methyl ester). As a reaction SMILES: [CH3:1][O:2][C:3](=[O:19])[CH2:4][C:5]1[C:6]([CH3:18])=[N:7][N:8]([CH2:11][C:12]2[CH:17]=[CH:16][CH:15]=[CH:14][CH:13]=2)[C:9]=1[CH3:10].[N+:20]([O-])([OH:22])=[O:21]>OS(O)(=O)=O>[CH3:1][O:2][C:3](=[O:19])[CH2:4][C:5]1[C:6]([CH3:18])=[N:7][N:8]([CH2:11][C:12]2[CH:17]=[CH:16][C:15]([N+:20]([O-:22])=[O:21])=[CH:14][CH:13]=2)[C:9]=1[CH3:10]. Reported procedure: Under cooling, (1-benzyl-3,5-dimethyl-1H-pyrazol-4-yl)-acetic acid methyl ester (intermediate 1.1.1, 3.10 g, 12.0 mmol) was dissolved in conc. H2SO4 (7 mL). The mixture was cooled to −7° C. and HNO3 (65%, 0.77 mL) was added dropwise under stirring, keeping the temperature below 0° C. The reaction mixture was allowed to come to room temperature and stirred for 20 min at room temperature. The reaction mixture was poured into ice water, extracted with dichloromethane and the organic layer was conce... The reactants are BrCC(=O)C1=CC(=CC=C1)Br (2-bromo-1-(3-bromophenyl)ethanone), TEA, ClC1=C(C=CC(=C1)Cl)CNC ((2,4-dichlorophenyl)-N-methylmethanamine). Run in O1CCOCC1 (1,4-dioxane). Run at temperature 25 celsius, time 2 hour. Yields the product BrC=1C=C(C=CC1)C(CN(C)CC1=C(C=C(C=C1)Cl)Cl)=O (1-(3-bromophenyl)-2-((2,4-dichlorobenzyl)(methyl)amino)ethanone). As a reaction SMILES: Br[CH2:2][C:3]([C:5]1[CH:10]=[CH:9][CH:8]=[C:7]([Br:11])[CH:6]=1)=[O:4].[Cl:12][C:13]1[CH:18]=[C:17]([Cl:19])[CH:16]=[CH:15][C:14]=1[CH2:20][NH:21][CH3:22]>O1CCOCC1>[Br:11][C:7]1[CH:6]=[C:5]([C:3](=[O:4])[CH2:2][N:21]([CH2:20][C:14]2[CH:15]=[CH:16][C:17]([Cl:19])=[CH:18][C:13]=2[Cl:12])[CH3:22])[CH:10]=[CH:9][CH:8]=1. Procedure: Into a 1 L 3-necked round-bottom flask purged and maintained with an inert atmosphere of nitrogen, was placed a solution of 2-bromo-1-(3-bromophenyl)ethanone (55 g, 199.28 mmol, 1.00 equiv) in 1,4-dioxane (300 mL), TEA (40 g, 396.04 mmol, 1.99 equiv), and (2,4-dichlorophenyl)-N-methylmethanamine (38 g, 201.06 mmol, 1.01 equiv). The resulting solution was stirred for 2 h at 25° C. in an oil bath. The solids were filtered out and the filtrate was used without any further purification.